Dataset: the Open Reaction Database (ORD), a public repository of structured organic reaction records. Task: describe an organic reaction: reactants, conditions, products, and yield Starting materials: C(C)OC(CC1=CSC2=C1C=CC(=C2)OCC=2C(=NC(=CC2)C(F)(F)F)Cl)=O (ethyl(6-((2-chloro-6-(trifluoromethyl)pyridin-3-yl)methoxy)-1-benzothiophen-3-yl)acetate), N1CCCC1 (pyrrolidine), CN(C)C=O (DMF), C(=O)([O-])[O-].[K+].[K+] (K2CO3). Run in O (water). Conditions: temperature 80 celsius, time 8 hour. The product is C(C)OC(CC1=CSC2=C1C=CC(=C2)OCC=2C(=NC(=CC2)C(F)(F)F)N2CCCC2)=O (Ethyl(6-((2-(pyrrolidin-1-yl)-6-(trifluoromethyl)pyridin-3-yl)methoxy)-1-benzothiophen-3-yl)acetate). Yield: 47.3%. As a reaction SMILES: [CH2:1]([O:3][C:4](=[O:28])[CH2:5][C:6]1[C:10]2[CH:11]=[CH:12][C:13]([O:15][CH2:16][C:17]3[C:18](Cl)=[N:19][C:20]([C:23]([F:26])([F:25])[F:24])=[CH:21][CH:22]=3)=[CH:14][C:9]=2[S:8][CH:7]=1)[CH3:2].[NH:29]1[CH2:33][CH2:32][CH2:31][CH2:30]1.CN(C=O)C.C([O-])([O-])=O.[K+].[K+]>O>[CH2:1]([O:3][C:4](=[O:28])[CH2:5][C:6]1[C:10]2[CH:11]=[CH:12][C:13]([O:15][CH2:16][C:17]3[C:18]([N:29]4[CH2:33][CH2:32][CH2:31][CH2:30]4)=[N:19][C:20]([C:23]([F:26])([F:25])[F:24])=[CH:21][CH:22]=3)=[CH:14][C:9]=2[S:8][CH:7]=1)[CH3:2] |f:3.4.5|. Reported procedure: To a mixture of ethyl(6-((2-chloro-6-(trifluoromethyl)pyridin-3-yl)methoxy)-1-benzothiophen-3-yl)acetate (90 mg), pyrrolidine (59.6 mg) and DMF (dry) (10 mL) was added K2CO3 (57.9 mg). The mixture was stirred at 80° C. under argon atmosphere overnight. The mixture was poured into water and extracted with EtOAc. The organic layer was separated, washed successively with water and brine, dried over MgSO4 and concentrated in vacuo. The residue was purified by silica gel column chromatography (EtOAc/... Starting materials: CC(=O)O[BH-](OC(C)=O)OC(C)=O, O=C([O-])O, COCC(O)CNCc1ccccc1, CC#N, CC(=O)O, CC(C)N(C)c1cnc(C=O)c(Cl)n1, [Na+], [Na+]. The product is COCC(O)CN(Cc1ccccc1)Cc1ncc(N(C)C(C)C)nc1Cl. As a reaction SMILES: [C:29]([O:30][BH-:31]([O:32][C:33](=[O:34])[CH3:35])[O:36][C:37](=[O:38])[CH3:39])(=[O:40])[CH3:41].[C:43](=[O:44])([O-:45])[OH:46].[CH2:15]([c:16]1[cH:17][cH:18][cH:19][cH:20][cH:21]1)[NH:22][CH2:23][CH:24]([CH2:25][O:26][CH3:27])[OH:28].[CH3:48][C:49]#[N:50].[CH3:51][C:52](=[O:53])[OH:54].[Cl:1][c:2]1[c:3]([CH:13]=[O:14])[n:4][cH:5][c:6]([N:8]([CH:9]([CH3:10])[CH3:11])[CH3:12])[n:7]1.[Na+:42].[Na+:47]>>[Cl:1][c:2]1[c:3]([CH2:13][N:22]([CH2:15][c:16]2[cH:17][cH:18][cH:19][cH:20][cH:21]2)[CH2:23][CH:24]([CH2:25][O:26][CH3:27])[OH:28])[n:4][cH:5][c:6]([N:8]([CH:9]([CH3:10])[CH3:11])[CH3:12])[n:7]1. Procedure details: 5-Amino-2-methylbenzothiazole dihydrochloride (98 mg, 0.41 mmol), 6-(4-fluorophenyl)-2-methylnicotinic acid (D3) (96 mg, 0.42 mmol), 1-(3-dimethyl-aminopropyl)-3-ethylcarbodiimide hydrochloride (119 mg, 0.62 mmol) and 4-dimethylaminopyridine (25 mg, 0.21 mmol) in DCM (2 ml) were stirred at room temperature overnight. The reaction mixture was purified directly by column chromatography, eluting with a 0-10% MeOH/DCM gradient to give the title compound as a white solid. 1H NMR (400 MHz, DMSO) δ (pp... The solvent is C(Cl)Cl (DCM). The reagents and catalysts are CN(C1=CC=NC=C1)C (4-dimethylaminopyridine). Starting materials: Cl.Cl.NC=1C=CC2=C(N=C(S2)C)C1 (5-Amino-2-methylbenzothiazole dihydrochloride), FC1=CC=C(C=C1)C1=NC(=C(C(=O)O)C=C1)C (6-(4-fluorophenyl)-2-methylnicotinic acid), 1-(3-dimethyl-aminopropyl)-3-ethylcarbodiimide hydrochloride. Yields the product FC1=CC=C(C=C1)C1=NC(=C(C(=O)NC=2C=CC3=C(N=C(S3)C)C2)C=C1)C (6-(4-Fluorophenyl)-2-methyl-N-(2-methylbenzothiazol-5-yl)nicotinamide). RXN SMILES: Cl.Cl.[NH2:3][C:4]1[CH:5]=[CH:6][C:7]2[S:11][C:10]([CH3:12])=[N:9][C:8]=2[CH:13]=1.[F:14][C:15]1[CH:20]=[CH:19][C:18]([C:21]2[CH:29]=[CH:28][C:24]([C:25](O)=[O:26])=[C:23]([CH3:30])[N:22]=2)=[CH:17][CH:16]=1>CN(C)C1C=CN=CC=1.C(Cl)Cl>[F:14][C:15]1[CH:20]=[CH:19][C:18]([C:21]2[CH:29]=[CH:28][C:24]([C:25]([NH:3][C:4]3[CH:5]=[CH:6][C:7]4[S:11][C:10]([CH3:12])=[N:9][C:8]=4[CH:13]=3)=[O:26])=[C:23]([CH3:30])[N:22]=2)=[CH:17][CH:16]=1 |f:0.1.2|.